From a dataset of the Open Reaction Database (ORD), a public repository of structured organic reaction records. describe an organic reaction: reactants, conditions, products, and yield Starting materials: ClC=1C=C2C=C(NC2=CC1)C(=O)O (5-Chloroindole-2-carboxylic acid), Cl.CN(CCCN=C=NCC)C (1-(3-dimethylaminopropyl)-3-ethylcarbodiimide hydrochloride), O.ON1N=NC2=C1C=CC=C2 (1-hydroxybenzotriazole monohydrate), Cl.CN1CC2=C(CC1)N=C(S2)C(=O)N[C@H]2[C@@H](CCC2)N ((±)-trans-N-[(5-methyl-4,5,6,7-tetrahydrothiazolo-[5,4-c]pyridin-2-yl)carbonyl]-1,2-cyclopentanediamine hydrochloride). The solvent is CN(C=O)C (N,N-dimethylformamide), C(C)N(CC)CC (triethylamine). Conditions: time 3 day. Product: Cl.ClC=1C=C2C=C(NC2=CC1)C(=O)N[C@H]1[C@@H](CCC1)NC(=O)C=1SC=2CN(CCC2N1)C ((±)-trans-N1-[(5-Chloroindol-2-yl)carbonyl]-N2-[(5-methyl-4,5,6,7-tetrahydrothiazolo[5,4-c]pyridin-2-yl)carbonyl]-1,2-cyclopentanediamine hydrochloride). The yield is 107.8%. As a reaction SMILES: [Cl:1][C:2]1[CH:3]=[C:4]2[C:8](=[CH:9][CH:10]=1)[NH:7][C:6]([C:11]([OH:13])=O)=[CH:5]2.Cl.CN(C)CCCN=C=NCC.O.ON1C2C=CC=CC=2N=N1.Cl.[CH3:38][N:39]1[CH2:44][CH2:43][C:42]2[N:45]=[C:46]([C:48]([NH:50][C@@H:51]3[CH2:55][CH2:54][CH2:53][C@H:52]3[NH2:56])=[O:49])[S:47][C:41]=2[CH2:40]1>CN(C)C=O.C(N(CC)CC)C>[ClH:1].[Cl:1][C:2]1[CH:3]=[C:4]2[C:8](=[CH:9][CH:10]=1)[NH:7][C:6]([C:11]([NH:56][C@@H:52]1[CH2:53][CH2:54][CH2:55][C@H:51]1[NH:50][C:48]([C:46]1[S:47][C:41]3[CH2:40][N:39]([CH3:38])[CH2:44][CH2:43][C:42]=3[N:45]=1)=[O:49])=[O:13])=[CH:5]2 |f:1.2,3.4,5.6,9.10|. Reported procedure: 5-Chloroindole-2-carboxylic acid (80 mg), 1-(3-dimethylaminopropyl)-3-ethylcarbodiimide hydrochloride (98 mg), 1-hydroxybenzotriazole monohydrate (23 mg) and triethylamine (141 μl) were added to a solution with (±)-trans-N-[(5-methyl-4,5,6,7-tetrahydrothiazolo-[5,4-c]pyridin-2-yl)carbonyl]-1,2-cyclopentanediamine hydrochloride (120 mg) dissolved in N,N-dimethylformamide (5 ml), and the mixture was stirred at room temperature for 3 days. The solvent was distilled off under reduced pressure, and d... The reactants are C1C(CCC2=CC=CC=C12)N1C(NC=C1)=S (1-(1,2,3,4-tetrahydronaphthalen-2-yl)-1,3-dihydroimidazole-2-thione), C(C)(=O)[O-].C(C)(=O)[O-].C(C)(=O)[O-].C(C)(=O)[O-].[Pb+4] (lead tetraacetate), C([O-])([O-])=O.[Na+].[Na+] (sodium carbonate). The solvent is C(C)(=O)O.C1=CC=CC=C1 (acetic acid benzene). Reaction conditions: time 30 minute. Yields the product C1C(CCC2=CC=CC=C12)N1C(NC(=C1)C=O)=S (3-(1,2,3,4-tetrahydronaphthalen-2-yl)-2-thioxo-2,3-dihydro-1H-imidazole-5-carbaldehyde). Yield: 81.9%. Reaction SMILES: [CH2:1]1[C:10]2[C:5](=[CH:6][CH:7]=[CH:8][CH:9]=2)[CH2:4][CH2:3][CH:2]1[N:11]1[CH:15]=[CH:14][NH:13][C:12]1=[S:16].[C:17]([O-])(=[O:19])C.C([O-])(=O)C.C([O-])(=O)C.C([O-])(=O)C.[Pb+4].C(=O)([O-])[O-].[Na+].[Na+]>C(O)(=O)C.C1C=CC=CC=1>[CH2:1]1[C:10]2[C:5](=[CH:6][CH:7]=[CH:8][CH:9]=2)[CH2:4][CH2:3][CH:2]1[N:11]1[CH:15]=[C:14]([CH:17]=[O:19])[NH:13][C:12]1=[S:16] |f:1.2.3.4.5,6.7.8,9.10|. Procedure: A suspension of 4-(1R,2R,3S,4)-tetrahydroxybut-1-yl)-1-(1,2,3,4-tetrahydronaphthalen-2-yl)-1,3-dihydroimidazole-2-thione (0.252 g, 0.72 mmol) and lead tetraacetate (0.851 g, 1.92 mmol) in 15 mL of 33% acetic acid/benzene was stirred until the mixture was homogenous and 30 minutes. The reaction mixture was poured into 125 mL of saturated sodium carbonate solution and the mixture was filtered. The organic layer was separated, dried over magnesium sulfate and concentrated. The residue was dissolved... The reactants are [H-].[Na+] (sodium hydride), O=C1C2=C(NN=C1C(=O)OCC)N=CC=C2 (Ethyl 4-oxo-1,4-dihydropyrido[2,3-c]pyridazine-3-carboxylate), O=C1C2=C(NN=C1C(=O)OCC)N=CC=C2 (ethyl 4-oxo-1,4-dihydropyrido[2,3-c]pyridazine-3-carboxylate), IC1=CC=C(CBr)C=C1 (4-iodobenzylbromide), C([O-])(O)=O.[Na+] (sodium bicarbonate). The solvent is CN(C=O)C (N,N-dimethylformamide), O (water). Conditions: temperature 0 celsius, time 2 hour. Product: IC1=CC=C(C=C1)CN1N=C(C(C2=C1N=CC=C2)=O)C(=O)OCC (ethyl 1-[(4-iodophenyl)methyl]-4-oxo-1,4-dihydropyrido[2,3-c]pyridazine-3-carboxylate). Reaction SMILES: [O:1]=[C:2]1[C:7]([C:8]([O:10][CH2:11][CH3:12])=[O:9])=[N:6][NH:5][C:4]2[N:13]=[CH:14][CH:15]=[CH:16][C:3]1=2.[I:17][C:18]1[CH:25]=[CH:24][C:21]([CH2:22]Br)=[CH:20][CH:19]=1.[H-].[Na+].C(=O)(O)[O-].[Na+]>CN(C)C=O.O>[I:17][C:18]1[CH:25]=[CH:24][C:21]([CH2:22][N:5]2[C:4]3[N:13]=[CH:14][CH:15]=[CH:16][C:3]=3[C:2](=[O:1])[C:7]([C:8]([O:10][CH2:11][CH3:12])=[O:9])=[N:6]2)=[CH:20][CH:19]=1 |f:2.3,4.5|. Procedure details: Ethyl 4-oxo-1,4-dihydropyrido[2,3-c]pyridazine-3-carboxylate (1.00 g, 4.56 mmol) and 2-chloro-5-(chloromethyl)pyridine [(Example 5, Step 1), 500 mg, 2.28 mmol] and 4-iodobenzylbromide (745 mg, 2.51 mmol, 1.1 equiv) were dissolved in degassed N,N-dimethylformamide (5 mL) and cooled to 0° C. The mixture was treated with sodium hydride (109 mg, 2.74 mmol, 1.2 equiv) portionwise over 5 minutes. After stirring for 2 hours at 0° C., the mixture was warmed to ambient temperature and stirred for an addi...